This data is from the Open Reaction Database (ORD), a public repository of structured organic reaction records. The task is: describe an organic reaction: reactants, conditions, products, and yield Reactants: CC(=O)O, COC(=O)C=Cc1ccc2[nH]c(=O)c3cnc(C4CCCCC4)n3c2c1, [H][H]. The product is COC(=O)CCc1ccc2[nH]c(=O)c3cnc(C4CCCCC4)n3c2c1. As a reaction SMILES: [CH3:29][C:30](=[O:31])[OH:32].[CH:1]1([c:7]2[n:8][cH:9][c:10]3[n:11]2[c:12]2[cH:13][c:14]([CH:21]=[CH:22][C:23](=[O:24])[O:25][CH3:26])[cH:15][cH:16][c:17]2[nH:18][c:19]3=[O:20])[CH2:2][CH2:3][CH2:4][CH2:5][CH2:6]1.[H:27][H:28]>>[CH:1]1([c:7]2[n:8][cH:9][c:10]3[n:11]2[c:12]2[cH:13][c:14]([CH2:21][CH2:22][C:23](=[O:24])[O:25][CH3:26])[cH:15][cH:16][c:17]2[nH:18][c:19]3=[O:20])[CH2:2][CH2:3][CH2:4][CH2:5][CH2:6]1. Reactants: C1(=CC=CC=C1)O (phenol), OS(=O)(=O)O.O=S(=O)=O (oleum). Run in ClC1=C(C=CC=C1)Cl (o-dichlorobenzene). The product is C1=CC(=CC=C1O)S(=O)(=O)C2=CC=C(C=C2)O (4,4'-dihydroxydiphenyl sulfone). Isolated yield 93.0%. Reaction SMILES: [C:1]1([OH:7])[CH:6]=[CH:5][CH:4]=[CH:3][CH:2]=1.[OH:8][S:9]([OH:12])(=O)=O.O=S(=O)=O>ClC1C=CC=CC=1Cl>[CH:6]1[C:1]([OH:7])=[CH:2][CH:3]=[C:4]([S:9]([C:4]2[CH:5]=[CH:6][C:1]([OH:7])=[CH:2][CH:3]=2)(=[O:12])=[O:8])[CH:5]=1 |f:1.2|. Procedure: 188 g of phenol were reacted with 89 g of 65% strength oleum in the presence of 272 g of o-dichlorobenzene analogously to Example 1. When the reaction had ended, the 4,4'-dihydroxydiphenyl sulfone formed was filtered off directly from the reaction mixture with suction. 234 g of reaction product were obtained, which corresponds to a yield of 93% of theory, based on the phenol. The content of 4,4'-dihydroxydiphenyl sulfone (high performance liquid chromatography) was 79% by area. The reactants are CSC(=NC#N)SC, CCO, NCCN1CCC(c2noc3cc(F)ccc23)CC1. Reaction SMILES: [C:1](#[N:2])[N:3]=[C:4]([S:5][CH3:6])[S:7][CH3:8].[CH3:28][CH2:29][OH:30].[NH2:9][CH2:10][CH2:11][N:12]1[CH2:13][CH2:14][CH:15]([c:18]2[n:19][o:20][c:21]3[c:22]2[cH:23][cH:24][c:25]([F:27])[cH:26]3)[CH2:16][CH2:17]1>>[C:1](#[N:2])[NH:3][C:4]([S:5][CH3:6])=[N:9][CH2:10][CH2:11][N:12]1[CH2:13][CH2:14][CH:15]([c:18]2[n:19][o:20][c:21]3[c:22]2[cH:23][cH:24][c:25]([F:27])[cH:26]3)[CH2:16][CH2:17]1. The product is CSC(=NCCN1CCC(c2noc3cc(F)ccc23)CC1)NC#N. Reactants: C(=O)[C@@H]1[C@@H](OC2(O1)CCCCC2)COCC(=O)OC(C)(C)C (1,1-dimethylethyl [[(2S,3S) 3-formyl-1,4-dioxaspiro[4,5]dec-2-yl]methoxy]acetate), C(=O)=O (dry ice), C(=O)=O (dry ice), [Br-].C[Si](C#C/C=C/C[P+](C1=CC=CC=C1)(C1=CC=CC=C1)C1=CC=CC=C1)(C)C (2E-5-trimethylsilylpent-2-en-4-ynyltriphenyl-phosphonium bromide), ( Q ), C(CCC)[Li] (n-butyllithium), C(=O)=O (dry ice). Run in C1CCOC1 (THF), P(=O)([O-])([O-])[O-].[K+].[K+].[K+] (potassium phosphate), C1CCOC1 (THF). Conditions: temperature -30 celsius, time 15 minute. The product is C[Si](C#C/C=C/C=C\[C@@H]1[C@@H](OC2(O1)CCCCC2)COCC(=O)OC(C)(C)C)(C)C (1,1-dimethylethyl [[(2S,3R)-3-[(1Z,3E)-6-(trimethylsilyl)-1,3-hexadien-5-ynyl]-1,4-dioxaspiro[4,5]dec-2-yl]methoxy]ethanoate). RXN SMILES: [Br-].[CH3:2][Si:3]([CH3:29])([CH3:28])[C:4]#[C:5]/[CH:6]=[CH:7]/[CH2:8][P+](C1C=CC=CC=1)(C1C=CC=CC=1)C1C=CC=CC=1.C([Li])CCC.C(=O)=O.[CH:38]([C@H:40]1[O:44][C:43]2([CH2:49][CH2:48][CH2:47][CH2:46][CH2:45]2)[O:42][C@H:41]1[CH2:50][O:51][CH2:52][C:53]([O:55][C:56]([CH3:59])([CH3:58])[CH3:57])=[O:54])=O>C1COCC1.P([O-])([O-])([O-])=O.[K+].[K+].[K+]>[CH3:2][Si:3]([CH3:29])([CH3:28])[C:4]#[C:5]/[CH:6]=[CH:7]/[CH:8]=[CH:38]\[C@H:40]1[O:44][C:43]2([CH2:45][CH2:46][CH2:47][CH2:48][CH2:49]2)[O:42][C@H:41]1[CH2:50][O:51][CH2:52][C:53]([O:55][C:56]([CH3:57])([CH3:58])[CH3:59])=[O:54] |f:0.1,6.7.8.9|. Procedure: A slurry of 2E-5-trimethylsilylpent-2-en-4-ynyltriphenyl-phosphonium bromide, a compound of formula (Q), (67.1 g, 0.14 mol) in THF (875 mL) was stirred under nitrogen, cooled in a dry ice acetonitrile bath (−30° C. internal), and treated with a solution of n-butyllithium (66.5 mL, 0.133 mol, 2M in hexane) via dropwise addition. The dry ice bath was replaced with an ice bath and the reaction was stirred for about 15 minutes until a homogeneous, red-colored mixture was obtained. The dry ice bath w... Starting materials: CC(=O)O, COC(=O)C1Cc2ccc(Br)cc2C1. Yields the product O=C(O)C1Cc2ccc(Br)cc2C1. RXN SMILES: [C:15]([OH:16])(=[O:17])[CH3:18].[CH3:1][O:2][C:3](=[O:4])[CH:5]1[CH2:6][c:7]2[cH:8][cH:9][c:10]([Br:14])[cH:11][c:12]2[CH2:13]1>>[O:2]=[C:3]([OH:4])[CH:5]1[CH2:6][c:7]2[cH:8][cH:9][c:10]([Br:14])[cH:11][c:12]2[CH2:13]1.